From a dataset of the Open Reaction Database (ORD), a public repository of structured organic reaction records. describe an organic reaction: reactants, conditions, products, and yield Starting materials: C(C)(C)(C)OC(=O)N1CC2=CC=C(C=C2CC1)NC1=NC(=CN(C1=O)C)C1=C(C(=CC(=C1)F)N1C(C=2N(C=3CCCCC3C2)CC1)=O)COC(C)=O (tert-Butyl-6-(6-(2-(acetoxymethyl)-5-fluoro-3-(1-oxo-3,4,6,7,8,9-hexahydropyrazino[1,2-a]indol-2(1H)-yl)phenyl)-4-methyl-3-oxo-3,4-dihydropyrazin-2-ylamino)-3,4-dihydroisoquinoline-2(1H)-carboxylate), Cl (HCl). The solvent is C(Cl)Cl (DCM), O1CCOCC1 (dioxane). Conditions: time 5 hour. The product is C(C)(=O)OCC1=C(C=C(C=C1N1C(C=2N(C=3CCCCC3C2)CC1)=O)F)C=1N=C(C(N(C1)C)=O)NC=1C=C2CCNCC2=CC1 (4-Fluoro-2-(4-methyl-5-oxo-6-(1,2,3,4-tetrahydroisoquinolin-6-ylamino)-4,5-dihydropyrazin-2-yl)-6-(1-oxo-3,4,6,7,8,9-hexahydropyrazino[1,2-a]indol-2(1H)-yl)benzyl Acetate). Yield: 99.5%. Reaction SMILES: C(OC([N:8]1[CH2:17][CH2:16][C:15]2[C:10](=[CH:11][CH:12]=[C:13]([NH:18][C:19]3[C:24](=[O:25])[N:23]([CH3:26])[CH:22]=[C:21]([C:27]4[CH:32]=[C:31]([F:33])[CH:30]=[C:29]([N:34]5[CH2:46][CH2:45][N:37]6[C:38]7[CH2:39][CH2:40][CH2:41][CH2:42][C:43]=7[CH:44]=[C:36]6[C:35]5=[O:47])[C:28]=4[CH2:48][O:49][C:50](=[O:52])[CH3:51])[N:20]=3)[CH:14]=2)[CH2:9]1)=O)(C)(C)C.Cl>C(Cl)Cl.O1CCOCC1>[C:50]([O:49][CH2:48][C:28]1[C:29]([N:34]2[CH2:46][CH2:45][N:37]3[C:38]4[CH2:39][CH2:40][CH2:41][CH2:42][C:43]=4[CH:44]=[C:36]3[C:35]2=[O:47])=[CH:30][C:31]([F:33])=[CH:32][C:27]=1[C:21]1[N:20]=[C:19]([NH:18][C:13]2[CH:14]=[C:15]3[C:10](=[CH:11][CH:12]=2)[CH2:9][NH:8][CH2:17][CH2:16]3)[C:24](=[O:25])[N:23]([CH3:26])[CH:22]=1)(=[O:52])[CH3:51]. Procedure: To the solution of 129a (360 mg 0.51 mmol) in DCM (30 mL) was added 3M HCl in dioxane (8 mL) at room temperature. The mixture was stirred at room temperature for 5 h. After the reaction was completed, the solvent was removed at reduced pressure to afford 129b as a yellow solid (310 mg, 99%). The reactants are COC1=CC=C(CN(C2=NC=CC=C2)CCN(CCCN)C)C=C1 (N-[2-[N-(4-methoxybenzyl)-N-(2-pyridyl)amino]ethyl]-N-methyl-1,3-propanediamine), C(=O)(N1C=NC=C1)N1C=NC=C1 (1,1'-carbonyldiimidazole), N(C(=N)N)C=1SC=C(N1)CSCCN (2-[[(2-guanidino-4-thiazolyl)methyl]thio]ethaneamine). Yields the product N(C(=N)N)C=1SC=C(N1)CSCCNC(=O)NCCCN(C)CCN(C1=NC=CC=C1)CC1=CC=C(C=C1)OC (N-[2-[[(2-guanidino-4-thiazolyl)methyl]thio]ethyl]-N'-[3-[N-[2-[N-(4-methoxybenzyl)-N-(2-pyridyl)amino]ethyl]-N-methylamino]propyl]urea). As a reaction SMILES: [CH3:1][O:2][C:3]1[CH:24]=[CH:23][C:6]([CH2:7][N:8]([CH2:15][CH2:16][N:17]([CH3:22])[CH2:18][CH2:19][CH2:20][NH2:21])[C:9]2[CH:14]=[CH:13][CH:12]=[CH:11][N:10]=2)=[CH:5][CH:4]=1.[C:25](N1C=CN=C1)(N1C=CN=C1)=[O:26].[NH:37]([C:41]1[S:42][CH:43]=[C:44]([CH2:46][S:47][CH2:48][CH2:49][NH2:50])[N:45]=1)[C:38]([NH2:40])=[NH:39]>>[NH:37]([C:41]1[S:42][CH:43]=[C:44]([CH2:46][S:47][CH2:48][CH2:49][NH:50][C:25]([NH:21][CH2:20][CH2:19][CH2:18][N:17]([CH2:16][CH2:15][N:8]([CH2:7][C:6]2[CH:23]=[CH:24][C:3]([O:2][CH3:1])=[CH:4][CH:5]=2)[C:9]2[CH:14]=[CH:13][CH:12]=[CH:11][N:10]=2)[CH3:22])=[O:26])[N:45]=1)[C:38]([NH2:40])=[NH:39]. Reported procedure: Preparation is effected analogously to Example 63, using 1.00 g (3.0 mmol) of N-[2-[N-(4-methoxybenzyl)-N-(2-pyridyl)amino]ethyl]-N-methyl-1,3-propanediamine and the equimolar amounts of 1,1'-carbonyldiimidazole and 2-[[(2-guanidino-4-thiazolyl)methyl]thio]ethaneamine as starting materials. Working up by chromatography analogously to Example 63 yields the purified title compound in the form of a viscous oil; MS (+FAB method): m/z (rel. int. [%])=586 ([M+H]+, 4), 121 (100); IR (KBr): 1717 cm-1 (C... Starting materials: BrC=1C=C2CC[C@@H](CC2=CC1)NC(C1=CC=C(C=C1)O)=O (N-((S)-6-bromo-1,2,3,4-tetrahydronaphthalen-2-yl)-4-hydroxybenzamide), O1[C@@H](CCC1)COS(=O)(=O)C (methanesulfonic acid (S)-1-(tetrahydrofuran-2-yl)methyl ester). Yields the product BrC=1C=C2CC[C@@H](CC2=CC1)NC(C1=CC=C(C=C1)OC[C@H]1OCCC1)=O (N-((S)-6-Bromo-1,2,3,4-tetrahydronaphthalen-2-yl)-4-[(S)-1-(tetrahydrofuran-2-yl)methoxy]benzamide). As a reaction SMILES: [Br:1][C:2]1[CH:3]=[C:4]2[C:9](=[CH:10][CH:11]=1)[CH2:8][C@@H:7]([NH:12][C:13](=[O:21])[C:14]1[CH:19]=[CH:18][C:17]([OH:20])=[CH:16][CH:15]=1)[CH2:6][CH2:5]2.[O:22]1[CH2:26][CH2:25][CH2:24][C@H:23]1[CH2:27]OS(C)(=O)=O>>[Br:1][C:2]1[CH:3]=[C:4]2[C:9](=[CH:10][CH:11]=1)[CH2:8][C@@H:7]([NH:12][C:13](=[O:21])[C:14]1[CH:15]=[CH:16][C:17]([O:20][CH2:27][C@@H:23]3[CH2:24][CH2:25][CH2:26][O:22]3)=[CH:18][CH:19]=1)[CH2:6][CH2:5]2. Procedure: According to method F, N-((S)-6-bromo-1,2,3,4-tetrahydronaphthalen-2-yl)-4-hydroxybenzamide was reacted with methanesulfonic acid (S)-1-(tetrahydrofuran-2-yl)methyl ester. The product was thus obtained with the molecular weight of 430.35 (C22H24BrNO3); MS (ESI): 430 (M+H+). The reactants are CC12NC=3C=CC(=CC3C1(CC1=CC=CC=C12)C)C (4b,5,9b,10-Tetrahydro-4b,8,9b-trimethylindeno[1,2-b]indole), C(C)(=O)OC(C)=O (acetic anhydride), C([O-])(O)=O.[Na+] (sodium bicarbonate). Reaction conditions: time 16 hour. Yields the product C(C)(=O)N1[C@]2([C@@](C=3C=C(C=CC13)C)(CC1=CC=CC=C12)C)C (cis-5-Acetyl-4b,5,9b,10-tetrahydro-4b,8,9b-trimethylindeno[1,2-b]indole). Reaction SMILES: [CH3:1][C:2]12[C:17]3[C:12](=[CH:13][CH:14]=[CH:15][CH:16]=3)[CH2:11][C:10]1([CH3:18])[C:9]1[CH:8]=[C:7]([CH3:19])[CH:6]=[CH:5][C:4]=1[NH:3]2.C(=O)(O)[O-].[Na+].[C:25](OC(=O)C)(=[O:27])[CH3:26]>>[C:25]([N:3]1[C:4]2[CH:5]=[CH:6][C:7]([CH3:19])=[CH:8][C:9]=2[C@@:10]2([CH3:18])[CH2:11][C:12]3[C:17]([C@@:2]12[CH3:1])=[CH:16][CH:15]=[CH:14][CH:13]=3)(=[O:27])[CH3:26] |f:1.2|. Procedure: 4b,5,9b,10-Tetrahydro-4b,8,9b-trimethylindeno[1,2-b]indole (0.25 g, 1.00 mmol) was dissolved in acetic anhydride (1 cm3) and stirred at room temperature for 16 hours. The reaction mixture was poured into saturated sodium bicarbonate solution (25 cm3) and stirred for 1/2 hour. The mixture was extracted with diethyl ether (3×10 cm3) and the combined organic extracts were washed with brine, dried (Na2SO4) and evaporated. The crude material was purified by flash chromatography on silica gel eluting ... Starting materials: O=C(CNC(=O)OCC1c2ccccc2-c2ccccc21)Nc1ccc(Br)cc1C(=O)c1ccccc1F, C1CCNCC1, C1CCOC1. Yields the product NCC(=O)Nc1ccc(Br)cc1C(=O)c1ccccc1F. As a reaction SMILES: [Br:1][c:2]1[cH:3][c:4]([C:30](=[O:31])[c:32]2[c:33]([F:38])[cH:34][cH:35][cH:36][cH:37]2)[c:5]([NH:8][C:9]([CH2:10][NH:11][C:12](=[O:13])[O:14][CH2:15][CH:16]2[c:17]3[cH:18][cH:19][cH:20][cH:21][c:22]3-[c:23]3[c:24]2[cH:25][cH:26][cH:27][cH:28]3)=[O:29])[cH:6][cH:7]1.[CH2:39]1[CH2:40][CH2:41][NH:42][CH2:43][CH2:44]1.[O:45]1[CH2:46][CH2:47][CH2:48][CH2:49]1>>[Br:1][c:2]1[cH:3][c:4]([C:30](=[O:31])[c:32]2[c:33]([F:38])[cH:34][cH:35][cH:36][cH:37]2)[c:5]([NH:8][C:9]([CH2:10][NH2:11])=[O:29])[cH:6][cH:7]1. The reactants are [Br-].C[NH+](C)C (trimethylammonium bromide), C(C)NCCOCCOC1=CC(=CC=C1)C1=CSC=C1 (N-ethyl-2-[2-[3-(3-thienyl)phenoxy]ethoxy]ethylamine), C([O-])([O-])=O.[K+].[K+] (potassium carbonate), OC(C#C[Si](C)(C)C)C=C (3-hydroxy-4-penten-1-ynyl(trimethyl)silane), BrC/C=C/C#C[Si](C)(C)C ((E)-5-bromo-3-penten-1-ynyl(trimethyl)silane), C[Si](C)(C)C#C (trimethylsilylacetylene), C(=O)C=C (acrolein), CS(=O)(=O)Cl (methanesulfonyl chloride). The solvent is O (water), C(C)(=O)OCC (ethyl acetate), CN(C=O)C (dimethylformamide), CN(C=O)C (dimethylformamide), C(C)N(CC)CC (triethylamine). Reaction conditions: time 30 minute. Product: C(C)N(C\C=C\C#C[Si](C)(C)C)CCOCCOC1=CC(=CC=C1)C1=CSC=C1 ((E)-N-ethyl-N-(5-trimethylsilyl-2-penten-4-ynyl)-2-[2-[3-(3-thienyl) phenoxy]ethoxy]ethylamine). Isolated yield 82.5%. As a reaction SMILES: [CH2:1]([NH:3][CH2:4][CH2:5][O:6][CH2:7][CH2:8][O:9][C:10]1[CH:15]=[CH:14][CH:13]=[C:12]([C:16]2[CH:20]=[CH:19][S:18][CH:17]=2)[CH:11]=1)[CH3:2].C(=O)([O-])[O-].[K+].[K+].Br[CH2:28]/[CH:29]=[CH:30]/[C:31]#[C:32][Si:33]([CH3:36])([CH3:35])[CH3:34].OC(C=C)C#C[Si](C)(C)C.C[Si](C#C)(C)C.C(C=C)=O.CS(Cl)(=O)=O.[Br-].C[NH+](C)C>CN(C)C=O.O.C(OCC)(=O)C.C(N(CC)CC)C>[CH2:1]([N:3]([CH2:4][CH2:5][O:6][CH2:7][CH2:8][O:9][C:10]1[CH:15]=[CH:14][CH:13]=[C:12]([C:16]2[CH:20]=[CH:19][S:18][CH:17]=2)[CH:11]=1)[CH2:28]/[CH:29]=[CH:30]/[C:31]#[C:32][Si:33]([CH3:36])([CH3:35])[CH3:34])[CH3:2] |f:1.2.3,9.10|. Reported procedure: 1.9 g of N-ethyl-2-[2-[3-(3-thienyl)phenoxy]ethoxy]ethylamine and 2.7 g of potassium carbonate were dissolved in 15 ml of dimethylformamide, and a dimethylformamide solution (5 ml) of 1.43 g of (E)-5-bromo-3-penten-1-ynyl(trimethyl)silane [synthesized by mesylating 3-hydroxy-4-penten-1-ynyl(trimethyl)silane, prepared from trimethylsilylacetylene and acrolein, with methanesulfonyl chloride and triethylamine, and subsequently treating the mesylated product with trimethylammonium bromide] was added... Reactants: COC=1C=C(C=CC1OC)[C@@H]1NCCC[C@@H]1O (cis-2-(3,4-dimethoxyphenyl)-3-piperidinol), C=O (formaldehyde), C(C)(=O)O (acetic acid), C(Cl)(Cl)Cl (chloroform). The reagents and catalysts are O=[Pt]=O (Adams catalyst). Solvent: CO.C(Cl)(Cl)Cl (methanol chloroform), C(C)O (ethanol), C(C)O (ethanol), CO.C(Cl)(Cl)Cl (methanol chloroform). Yields the product COC=1C=C(C=CC1OC)[C@@H]1N(CCC[C@@H]1O)C (cis-2-(3,4-Dimethoxyphenyl)-1-methyl-3-piperidinol), maleate salt. As a reaction SMILES: [CH3:1][O:2][C:3]1[CH:4]=[C:5]([C@H:11]2[C@@H:16]([OH:17])[CH2:15][CH2:14][CH2:13][NH:12]2)[CH:6]=[CH:7][C:8]=1[O:9][CH3:10].C=O.[C:20](O)(=O)C.C(Cl)(Cl)Cl>C(O)C.O=[Pt]=O.CO.C(Cl)(Cl)Cl>[CH3:1][O:2][C:3]1[CH:4]=[C:5]([C@H:11]2[C@@H:16]([OH:17])[CH2:15][CH2:14][CH2:13][N:12]2[CH3:20])[CH:6]=[CH:7][C:8]=1[O:9][CH3:10] |f:6.7|. Procedure details: A solution of cis-2-(3,4-dimethoxyphenyl)-3-piperidinol (19.0 g, 80 mmoles, described in Example 4), ethanol (200 ml), 37% aqueous formaldehyde (7.4 g, 91 mmoles) and glacial acetic acid (8.0 g, 131 mmoles) is stirred at room temperature for 2 hours. The solution is diluted to 300 ml with ethanol and hydrogenated in the presence of Adams catalyst (400 mg). The residue is subjected to chromatography on silica gel using chloroform, 5% methanol-chloroform and finally 20% methanol-chloroform. The ap... The reactants are BrC1=C(C=CC(=C1)Cl)C(=O)N1CCN(CC1)C1=NC=C(C=C1C)C ((2-bromo-4-chlorophenyl)[4-(3,5-dimethylpyridin-2-yl)piperazin-1-yl]methanone), C1CCS(=O)(=O)NC1 (1,4-butanesultam). Product: ClC1=CC(=C(C=C1)C(=O)N1CCN(CC1)C1=NC=C(C=C1C)C)N1S(CCCC1)(=O)=O ([4-chloro-2-(1,1-dioxo-1,2-thiazinan-2-yl)phenyl][4-(3,5-dimethylpyridin-2-yl)piperazin-1-yl]methanone). The yield is 28857.2%. As a reaction SMILES: Br[C:2]1[CH:7]=[C:6]([Cl:8])[CH:5]=[CH:4][C:3]=1[C:9]([N:11]1[CH2:16][CH2:15][N:14]([C:17]2[C:22]([CH3:23])=[CH:21][C:20]([CH3:24])=[CH:19][N:18]=2)[CH2:13][CH2:12]1)=[O:10].[CH2:25]1[CH2:32][NH:31][S:28](=[O:30])(=[O:29])[CH2:27][CH2:26]1>>[Cl:8][C:6]1[CH:5]=[CH:4][C:3]([C:9]([N:11]2[CH2:16][CH2:15][N:14]([C:17]3[C:22]([CH3:23])=[CH:21][C:20]([CH3:24])=[CH:19][N:18]=3)[CH2:13][CH2:12]2)=[O:10])=[C:2]([N:31]2[CH2:32][CH2:25][CH2:26][CH2:27][S:28]2(=[O:30])=[O:29])[CH:7]=1. Procedure: By reaction and treatment in the same manner as in Preparation Example 12 and using (2-bromo-4-chlorophenyl)[4-(3,5-dimethylpyridin-2-yl)piperazin-1-yl]methanone (1.19 mg) described in Preparation Example 119 and 1,4-butanesultam (0.394 g), the title compound (0.389 g) was obtained. As a reaction SMILES: C[O:2][C:3](=[O:16])[CH2:4][O:5][C:6]1[CH:14]=[CH:13][C:12]([SH:15])=[C:11]2[C:7]=1[CH2:8][CH2:9][CH2:10]2.Br[CH2:18][CH2:19][C:20]1[CH:25]=[CH:24][C:23]([C:26]2[CH:31]=[CH:30][C:29]([C:32]([F:35])([F:34])[F:33])=[CH:28][CH:27]=2)=[CH:22][CH:21]=1>>[F:33][C:32]([F:34])([F:35])[C:29]1[CH:28]=[CH:27][C:26]([C:23]2[CH:24]=[CH:25][C:20]([CH2:19][CH2:18][S:15][C:12]3[CH:13]=[CH:14][C:6]([O:5][CH2:4][C:3]([OH:2])=[O:16])=[C:7]4[C:11]=3[CH2:10][CH2:9][CH2:8]4)=[CH:21][CH:22]=2)=[CH:31][CH:30]=1. The product is FC(C1=CC=C(C=C1)C1=CC=C(C=C1)CCSC=1C=CC(=C2CCCC12)OCC(=O)O)(F)F ({7-[2-(4′-Trifluoromethyl-biphenyl-4-yl)-ethylsulfanyl]-indan-4-yloxy}-acetic acid). Reported procedure: The title compound was prepared in the manner analogous to Example 1F using 12C and 4-(2-bromo-ethyl)-4′-trifluoromethyl-biphenyl (Compound 22B). MS m/z 487 (M+1). Starting materials: COC(COC1=C2CCCC2=C(C=C1)S)=O ((7-Mercapto-indan-4-yloxy)-acetic acid methyl ester), BrCCC1=CC=C(C=C1)C1=CC=C(C=C1)C(F)(F)F (4-(2-Bromo-ethyl)-4′-trifluoromethyl-biphenyl), BrCCC1=CC=C(C=C1)C1=CC=C(C=C1)C(F)(F)F (4-(2-Bromo-ethyl)-4′-trifluoromethyl-biphenyl). The reactants are COc1ccc(C(=O)O)cn1, NCc1cn(-c2ccccc2)c2cc(Cl)ccc2c1=O. Product: COc1ccc(C(=O)NCc2cn(-c3ccccc3)c3cc(Cl)ccc3c2=O)cn1. As a reaction SMILES: [CH3:21][O:22][c:23]1[n:24][cH:25][c:26]([C:27](=[O:28])[OH:29])[cH:30][cH:31]1.[NH2:1][CH2:2][c:3]1[cH:4][n:5](-[c:15]2[cH:16][cH:17][cH:18][cH:19][cH:20]2)[c:6]2[cH:7][c:8]([Cl:14])[cH:9][cH:10][c:11]2[c:12]1=[O:13]>>[NH:1]([CH2:2][c:3]1[cH:4][n:5](-[c:15]2[cH:16][cH:17][cH:18][cH:19][cH:20]2)[c:6]2[cH:7][c:8]([Cl:14])[cH:9][cH:10][c:11]2[c:12]1=[O:13])[C:27]([c:26]1[cH:25][n:24][c:23]([O:22][CH3:21])[cH:31][cH:30]1)=[O:28].